This data is from the Open Reaction Database (ORD), a public repository of structured organic reaction records. The task is: describe an organic reaction: reactants, conditions, products, and yield Reactants: C(C)N1N=C(C(=C1)C(=O)O)NS(=O)(=O)C1=CC=C(C=C1)OCC=1N=C(OC1C)C1=CC=CC=C1 (1-ethyl-3-{4-[5-methyl-2-phenyl-oxazol-4-ylmethoxy]-benzenesulfonylamino}-1H-pyrazole-4-carboxylic acid), CCN=C=NCCCN(C)C.Cl (EDCl), ON1N=NC2=C1C=CC=C2 (1-hydroxybenzotriazole), TEA, Cl.C(C)N (ethylamine hydrochloride). The solvent is C(Cl)Cl (DCM), C(C)(=O)OCC (ethyl acetate). Conditions: time 16 hour. Yields the product C(C)NC(=O)C=1C(=NN(C1)CC)NS(=O)(=O)C1=CC=C(C=C1)OCC=1N=C(OC1C)C1=CC=CC=C1 (1-ethyl-3-{4-[5-methyl-2-phenyl-oxazol-4-ylmethoxy]-benzenesulfonylamino}-1H-pyrazole-4-carboxylic acid ethyl amide). As a reaction SMILES: [CH2:1]([N:3]1[CH:7]=[C:6]([C:8](O)=[O:9])[C:5]([NH:11][S:12]([C:15]2[CH:20]=[CH:19][C:18]([O:21][CH2:22][C:23]3[N:24]=[C:25]([C:29]4[CH:34]=[CH:33][CH:32]=[CH:31][CH:30]=4)[O:26][C:27]=3[CH3:28])=[CH:17][CH:16]=2)(=[O:14])=[O:13])=[N:4]1)[CH3:2].[CH3:35][CH2:36][N:37]=C=NCCCN(C)C.Cl.ON1C2C=CC=CC=2N=N1.Cl.C(N)C>C(Cl)Cl.C(OCC)(=O)C>[CH2:36]([NH:37][C:8]([C:6]1[C:5]([NH:11][S:12]([C:15]2[CH:20]=[CH:19][C:18]([O:21][CH2:22][C:23]3[N:24]=[C:25]([C:29]4[CH:34]=[CH:33][CH:32]=[CH:31][CH:30]=4)[O:26][C:27]=3[CH3:28])=[CH:17][CH:16]=2)(=[O:13])=[O:14])=[N:4][N:3]([CH2:1][CH3:2])[CH:7]=1)=[O:9])[CH3:35] |f:1.2,4.5|. Procedure details: To a solution of the title compound of Example 3 (0.15 g, 0.31 mmol), EDCl (0.12 g, 0.62 mmol), 1-hydroxybenzotriazole (0.42 g, 0.31 mmol) and TEA (0.2 g, 1.5 mmol) in DCM, is added ethylamine hydrochloride (0.5 g, 0.62 mmol) at RT. The reaction mixture is stirred for 16 h. The reaction mixture is diluted with ethyl acetate, washed with 1N hydrochloric acid, water and brine. The organic filtrate is concentrated, the crude is chromatographed using 25% ethyl acetate in hexanes to provide 1-ethyl-3... The reactants are CC(=O)OC[C@@H]1[C@H]([C@@H]([C@H]([C@H](O1)OC(=O)C)N=[N+]=[N-])OC(=O)C)OC(=O)C (1,3,4,6-tetra-o-acetyl-2-azido-2-deoxy-alpha-D-glucopyranose). The reagents and catalysts are [Pd] (Pd/C). Run in CCOC(=O)C (EtOAc). Conditions: time 3 hour. The product is C(C)(=O)O[C@@H]1[C@@H]([C@@H](OC(C)=O)[C@H](OC(C)=O)[C@H](O1)COC(C)=O)N (1,3,4,6-TETRA-O-ACETYL-2-AMINO-2-DEOXY-alpha-D-GLUCOPYRANOSE). Yield: 101.5%. As a reaction SMILES: [CH3:1][C:2]([O:4][CH2:5][C@H:6]1[O:11][C@H:10]([O:12][C:13]([CH3:15])=[O:14])[C@H:9]([N:16]=[N+]=[N-])[C@@H:8]([O:19][C:20]([CH3:22])=[O:21])[C@@H:7]1[O:23][C:24]([CH3:26])=[O:25])=[O:3]>CCOC(C)=O.[Pd]>[C:13]([O:12][C@H:10]1[O:11][C@H:6]([CH2:5][O:4][C:2](=[O:3])[CH3:1])[C@@H:7]([O:23][C:24](=[O:25])[CH3:26])[C@H:8]([O:19][C:20](=[O:21])[CH3:22])[C@H:9]1[NH2:16])(=[O:14])[CH3:15]. Reported procedure: To a solution of 1,3,4,6-tetra-o-acetyl-2-azido-2-deoxy-alpha-D-glucopyranose (TCI-US) (300 mg, 0.80 mmol) in 25 mL of EtOAc was added 180 mg of 10% Pd/C. This solution was stirred under an atmosphere of hydrogen gas (1 atm) for 3 hours. The mixture was filtered through a pad of Celite® and the pad was washed with EtOAc (20 mL). The solution was evaporated to afford the desired amine 149 (282 mg, 100%). Reactants: CC=1C=C(C=CC1C)C1=C(C=CC=C1)CN ([(3,4-dimethylphenyl)phenyl]methylamine), ClCC(=O)N (chloracetamide), C([O-])(O)=O.[Na+] (sodium bicarbonate). Solvent: C(C)O (ethanol). Yields the product CC=1C=C(C=CC1C)C1=C(C=CC=C1)CNCC(=O)N (2-[(3,4-Dimethylphenyl)phenyl]methylaminoacetamide). RXN SMILES: [CH3:1][C:2]1[CH:3]=[C:4]([C:9]2[CH:14]=[CH:13][CH:12]=[CH:11][C:10]=2[CH2:15][NH2:16])[CH:5]=[CH:6][C:7]=1[CH3:8].Cl[CH2:18][C:19]([NH2:21])=[O:20].C(=O)(O)[O-].[Na+]>C(O)C>[CH3:1][C:2]1[CH:3]=[C:4]([C:9]2[CH:14]=[CH:13][CH:12]=[CH:11][C:10]=2[CH2:15][NH:16][CH2:18][C:19]([NH2:21])=[O:20])[CH:5]=[CH:6][C:7]=1[CH3:8] |f:2.3|. Reported procedure: A reaction vessel was charged with 11.5 g (54.5 mmole) of [(3,4-dimethylphenyl)phenyl]methylamine dissolved in 200 ml of absolute ethanol. A mixture of 5.05 g (54 mmole) of chloracetamide and 4.62 g (55 mmole) of sodium bicarbonate was added to the reaction vessel and the solution was brought to refulux and held at reflux for 42 hours. Solvent was evaporated under reduced pressure and the residue was diluted with water. The aqueous phase was extracted with dichloromethane and the organic solutio...